describe an organic reaction: reactants, conditions, products, and yield From a dataset of the Open Reaction Database (ORD), a public repository of structured organic reaction records. Reactants: S1N=C(C2=C1C=CC=C2)[C@@H]2CC[C@H](CC2)C2=NN=C1CNCC3=C(N21)C=CC(=C3)Cl (trans-1-(4-benzo[d]isothiazol-3-yl-cyclohexyl)-8-chloro-5,6-dihydro-4H-2,3,5,10b-tetraaza-benzo[e]azulene), C([O-])([O-])=O.[Cs+].[Cs+] (cesium carbonate), Cl.CNCCCl (2-methylaminoethyl chloride hydrochloride). Run in C(C)#N (acetonitrile). Reaction conditions: temperature 70 celsius. Product: S1N=C(C2=C1C=CC=C2)[C@@H]2CC[C@H](CC2)C2=NN=C1CN(CC3=C(N21)C=CC(=C3)Cl)CCNC (trans-{2-[1-(4-Benzo[d]isothiazol-3-yl-cyclohexyl)-8-chloro-4H,6H-2,3,5,10b-tetraaza-benzo[e]azulen-5-yl]-ethyl}-methyl-amine). Isolated yield 48.0%. As a reaction SMILES: [S:1]1[C:5]2[CH:6]=[CH:7][CH:8]=[CH:9][C:4]=2[C:3]([C@H:10]2[CH2:15][CH2:14][C@H:13]([C:16]3[N:25]4[C:19]([CH2:20][NH:21][CH2:22][C:23]5[CH:29]=[C:28]([Cl:30])[CH:27]=[CH:26][C:24]=54)=[N:18][N:17]=3)[CH2:12][CH2:11]2)=[N:2]1.C(=O)([O-])[O-].[Cs+].[Cs+].Cl.[CH3:38][NH:39][CH2:40][CH2:41]Cl>C(#N)C>[S:1]1[C:5]2[CH:6]=[CH:7][CH:8]=[CH:9][C:4]=2[C:3]([C@H:10]2[CH2:15][CH2:14][C@H:13]([C:16]3[N:25]4[C:19]([CH2:20][N:21]([CH2:41][CH2:40][NH:39][CH3:38])[CH2:22][C:23]5[CH:29]=[C:28]([Cl:30])[CH:27]=[CH:26][C:24]=54)=[N:18][N:17]=3)[CH2:12][CH2:11]2)=[N:2]1 |f:1.2.3,4.5|. Reported procedure: A mixture of trans-1-(4-benzo[d]isothiazol-3-yl-cyclohexyl)-8-chloro-5,6-dihydro-4H-2,3,5,10b-tetraaza-benzo[e]azulene (35.0 mg, 0.0803 mmol), cesium carbonate (105 mg, 0.321 mmol) and 2-methylaminoethyl chloride hydrochloride (41.8 mg, 0.321 mmol) in acetonitrile (0.8 ml) was heated at 70° C. for 20 h. After cooling to room temperature the reaction mixture was partitioned between 1 M aqueous sodium hydroxide solution (2 ml) and ethyl acetate (5 ml). The layers were separated. The aqueous layer ... Reactants: CC(C)=O, CC(C)I, [K+], [K+], O=C([O-])[O-], CN(C)C=O, O=C(O)c1cccc(NC(=O)N(CCC(c2ccccc2)c2ccccc2)CCN2CCOCC2)c1. Product: CC(C)OC(=O)c1cccc(NC(=O)N(CCC(c2ccccc2)c2ccccc2)CCN2CCOCC2)c1. Reaction SMILES: [CH3:52][C:53](=[O:54])[CH3:55].[I:48][CH:49]([CH3:50])[CH3:51].[K+:42].[K+:43].[O-:44][C:45]([O-:46])=[O:47].[O:37]=[CH:38][N:39]([CH3:40])[CH3:41].[c:1]1([CH:7]([CH2:8][CH2:9][N:10]([C:11]([NH:12][c:13]2[cH:14][c:15]([C:16](=[O:17])[OH:18])[cH:19][cH:20][cH:21]2)=[O:22])[CH2:23][CH2:24][N:25]2[CH2:26][CH2:27][O:28][CH2:29][CH2:30]2)[c:31]2[cH:32][cH:33][cH:34][cH:35][cH:36]2)[cH:2][cH:3][cH:4][cH:5][cH:6]1>>[c:1]1([CH:7]([CH2:8][CH2:9][N:10]([C:11]([NH:12][c:13]2[cH:14][c:15]([C:16]([O:17][CH:49]([CH3:50])[CH3:51])=[O:18])[cH:19][cH:20][cH:21]2)=[O:22])[CH2:23][CH2:24][N:25]2[CH2:26][CH2:27][O:28][CH2:29][CH2:30]2)[c:31]2[cH:32][cH:33][cH:34][cH:35][cH:36]2)[cH:2][cH:3][cH:4][cH:5][cH:6]1. Reaction conditions: time 90 minute. The product is FC1=CC2=C(C(=NO2)C2CCN(CC2)N2OCC3=C2C2=CC(=CC=C2CC3)OC)C=C1 (1-(4-(6-Fluorobenzisoxazol-3-yl)-piperidinyl)-8-methoxy-4,5-dihydronaphth[1,2-c]isoxazole). Reactants: C(Cl)Cl (CH2Cl2), ClC1=C2C(=NO1)C1=CC(=CC=C1CC2)OC (3-chloro-8-methoxy-4,5-dihydronaphth[1,2-c]isoxazole), FC1=CC2=C(C(=NO2)C2CCNCC2)C=C1 (4-(6-fluorobenzisoxazol-3-yl)-piperidine), C(=O)([O-])[O-].[K+].[K+] (K2CO3). Reported procedure: A stirred mixture of 3-chloro-8-methoxy-4,5-dihydronaphth[1,2-c]isoxazole (2.0 g, 8.51 mmol), 4-(6-fluorobenzisoxazol-3-yl)-piperidine (2.8 g, 12.76 mmol) and K2CO3 (2.35 g, 17.02 mmol) in 10 ml of N-methylpyrrolidinone under N2 was lowered into an oil bath preheated to 150° C. The mixture was heated while stirring under N2 for 90 minutes. At that time TLC (CH2Cl2) showed no remaining starting material. The mixture was removed from the heating bath and allowed to cool to room temperature. Upon d... RXN SMILES: Cl[C:2]1[O:6][N:5]=[C:4]2[C:7]3[C:12]([CH2:13][CH2:14][C:3]=12)=[CH:11][CH:10]=[C:9]([O:15][CH3:16])[CH:8]=3.[F:17][C:18]1[CH:32]=[CH:31][C:21]2[C:22]([CH:25]3[CH2:30][CH2:29][NH:28][CH2:27][CH2:26]3)=[N:23][O:24][C:20]=2[CH:19]=1.C([O-])([O-])=O.[K+].[K+].C(Cl)Cl>CN1CCCC1=O.C(Cl)(Cl)Cl.CCOC(C)=O.CCCCCCC>[F:17][C:18]1[CH:32]=[CH:31][C:21]2[C:22]([CH:25]3[CH2:26][CH2:27][N:28]([N:5]4[C:4]5[C:7]6[C:12]([CH2:13][CH2:14][C:3]=5[CH2:2][O:6]4)=[CH:11][CH:10]=[C:9]([O:15][CH3:16])[CH:8]=6)[CH2:29][CH2:30]3)=[N:23][O:24][C:20]=2[CH:19]=1 |f:2.3.4|. The solvent is CCCCCCC (Heptane), CN1C(CCC1)=O (N-methylpyrrolidinone), CCOC(=O)C (EtOAc), C(Cl)(Cl)Cl (CHCl3). The reactants are O=C(Cl)Cc1ccc(F)cc1, CC(C)C(=O)Nc1cccc(C2CCN(CCCC(O)c3ccccc3)CC2)c1. Yields the product CC(C)C(=O)Nc1cccc(C2CCN(CCCC(OC(=O)Cc3ccc(F)cc3)c3ccccc3)CC2)c1. As a reaction SMILES: [F:30][c:31]1[cH:32][cH:33][c:34]([CH2:37][C:38](=[O:39])[Cl:40])[cH:35][cH:36]1.[OH:1][CH:2]([CH2:3][CH2:4][CH2:5][N:6]1[CH2:7][CH2:8][CH:9]([c:12]2[cH:13][c:14]([NH:18][C:19]([CH:20]([CH3:21])[CH3:22])=[O:23])[cH:15][cH:16][cH:17]2)[CH2:10][CH2:11]1)[c:24]1[cH:25][cH:26][cH:27][cH:28][cH:29]1>>[O:1]([CH:2]([CH2:3][CH2:4][CH2:5][N:6]1[CH2:7][CH2:8][CH:9]([c:12]2[cH:13][c:14]([NH:18][C:19]([CH:20]([CH3:21])[CH3:22])=[O:23])[cH:15][cH:16][cH:17]2)[CH2:10][CH2:11]1)[c:24]1[cH:25][cH:26][cH:27][cH:28][cH:29]1)[C:38]([CH2:37][c:34]1[cH:33][cH:32][c:31]([F:30])[cH:36][cH:35]1)=[O:39]. Starting materials: COC1=CC=C(C=C1)NC1=NC(=NC=C1[N+](=O)[O-])NC=1C=NN(C1)C1=CC=CC=C1 (N4-(4-Methoxy-phenyl)-5-nitro-N2-(1-phenyl-1H-pyrazol-4-yl)-pyrimidine-2,4-diamine). Reagents/catalysts: [Pd] (palladium on charcoal). The solvent is C1CCOC1 (THF). The product is COC1=CC=C(C=C1)NC1=NC(=NC=C1N)NC=1C=NN(C1)C1=CC=CC=C1 (N4-(4-methoxy-phenyl)-N2-(1-phenyl-1H-pyrazol-4-yl)-pyrimidine-2,4,5-triamine). As a reaction SMILES: [CH3:1][O:2][C:3]1[CH:8]=[CH:7][C:6]([NH:9][C:10]2[C:15]([N+:16]([O-])=O)=[CH:14][N:13]=[C:12]([NH:19][C:20]3[CH:21]=[N:22][N:23]([C:25]4[CH:30]=[CH:29][CH:28]=[CH:27][CH:26]=4)[CH:24]=3)[N:11]=2)=[CH:5][CH:4]=1>C1COCC1.[Pd]>[CH3:1][O:2][C:3]1[CH:4]=[CH:5][C:6]([NH:9][C:10]2[C:15]([NH2:16])=[CH:14][N:13]=[C:12]([NH:19][C:20]3[CH:21]=[N:22][N:23]([C:25]4[CH:26]=[CH:27][CH:28]=[CH:29][CH:30]=4)[CH:24]=3)[N:11]=2)=[CH:7][CH:8]=1. Procedure details: A solution of 800 mg (1.98 mmol) N4-(4-Methoxy-phenyl)-5-nitro-N2-(1-phenyl-1H-pyrazol-4-yl)-pyrimidine-2,4-diamine in 20 ml THF is hydrogenated with 200 mg palladium on charcoal as catalyst at room temperature and under atmospheric pressure. The catalyst is filtered off; the filtrate is evaporated and dried under vacuum giving N4-(4-methoxy-phenyl)-N2-(1-phenyl-1H-pyrazol-4-yl)-pyrimidine-2,4,5-triamine as greenish crystals; HPLC/MS (A): 1.45 min, [M+H] 374; Reactants: N1CCOCC1.BrC1=C2CC[C@H](C2=C(C=C1)F)OC1=CC2=C([C@@H](CO2)CC(=O)O)C=C1 ([(S)-6-((R)-4-bromo-7-fluoroindan-1-yloxy)-2,3-dihydrobenzo-furan-3-yl]-acetic acid morpholine salt), Cl (HCl). Solvent: CCO.O (EtOH water). Run at time 30 minute. Product: BrC1=C2CC[C@H](C2=C(C=C1)F)OC1=CC2=C([C@@H](CO2)CC(=O)O)C=C1 ([(S)-6-((R)-4-bromo-7-fluoroindan-1-yloxy)-2,3-dihydrobenzo-furan-3-yl]-acetic acid). As a reaction SMILES: N1CCOCC1.[Br:7][C:8]1[CH:16]=[CH:15][C:14]([F:17])=[C:13]2[C:9]=1[CH2:10][CH2:11][C@H:12]2[O:18][C:19]1[CH:31]=[CH:30][C:22]2[C@H:23]([CH2:26][C:27]([OH:29])=[O:28])[CH2:24][O:25][C:21]=2[CH:20]=1.Cl>CCO.O>[Br:7][C:8]1[CH:16]=[CH:15][C:14]([F:17])=[C:13]2[C:9]=1[CH2:10][CH2:11][C@H:12]2[O:18][C:19]1[CH:31]=[CH:30][C:22]2[C@H:23]([CH2:26][C:27]([OH:29])=[O:28])[CH2:24][O:25][C:21]=2[CH:20]=1 |f:0.1,3.4|. Reported procedure: 30.0 g (60.7 mmol) [(S)-6-((R)-4-bromo-7-fluoroindan-1-yloxy)-2,3-dihydrobenzo-furan-3-yl]-acetic acid morpholine salt is dissolved in 480 ml EtOH/water (1:1) and 6.30 ml conc. HCl (64.0 mmol, 37%) is added. The mixture is heated to reflux and stirred for 30 min. After cooling in an ice bath the suspension is filtered off, washed with cold water and dried to yield [(S)-6-((R)-4-bromo-7-fluoroindan-1-yloxy)-2,3-dihydrobenzo-furan-3-yl]-acetic acid. b) Under argon, 30.0 g (73.7 mmol) [(S)-6-((R)-4... Reactants: product, C1=CC=CC=C1 (benzene), ClC=1C=C(C=CC(=O)O)C=CC1 (3-chlorocinnamic acid), S(=O)(Cl)Cl (thionyl chloride), C1=CC=CC=C1 (benzene), C(C)(C)N (isopropylamine), C1=CC=CC=C1 (benzene), C1=CC=CC=C1 (benzene). Conditions: time 2 hour. Procedure: A mixture of 3-chlorocinnamic acid (25 g.), thionyl chloride (19.4 g.) and benzene (300 ml.) was heated under reflux for 2 hours, then evaporated under reduced pressure on a rotary evaporator to give an oil. The oil was dissolved in benzene (50 ml.), and the benzene solution was added slowly to a mixture of isopropylamine (25 g.) and benzene (300 ml.). The resulting mixture was allowed to stir at room temperature for 2 hours, and heated under mild reflux for 1 hour. It was then allowed to set at... Reaction SMILES: [Cl:1][C:2]1[CH:3]=[C:4]([CH:10]=[CH:11][CH:12]=1)[CH:5]=[CH:6][C:7]([OH:9])=O.S(Cl)(Cl)=[O:14].[CH:17]([NH2:20])(C)C.[CH:21]1[CH:26]=CC=C[CH:22]=1>>[CH3:22][CH:21]([NH:20][C:17]([C:7](=[O:9])[CH:6]=[CH:5][C:4]1[CH:10]=[CH:11][CH:12]=[C:2]([Cl:1])[CH:3]=1)=[O:14])[CH3:26]. Product: CC(C)NC(=O)C(C=CC1=CC(=CC=C1)Cl)=O (N-(1-Methylethyl)-3-Chlorocinnamoylcarboxamide). The reactants are NC1(C(NC2=CC=C(C=C12)Cl)=O)C1=C(C=CC=C1)Cl (3-amino-5-chloro-3-(2-chlorophenyl)-1,3-dihydroindol-2-one), COC1=C(C=CC(=C1)[N+](=O)[O-])S(=O)(=O)Cl (2-methoxy-4-nitrobenzenesulfonyl chloride). Yields the product NC1(C(N(C2=CC=C(C=C12)Cl)S(=O)(=O)C1=C(C=C(C=C1)[N+](=O)[O-])OC)=O)C1=C(C=CC=C1)Cl (3-Amino-5-chloro-3-(2-chlorophenyl)-1,3-dihydro-1-(2-methoxy-4-nitrobenzenesulfonyl)indol-2-one). RXN SMILES: [NH2:1][C:2]1([C:13]2[CH:18]=[CH:17][CH:16]=[CH:15][C:14]=2[Cl:19])[C:10]2[C:5](=[CH:6][CH:7]=[C:8]([Cl:11])[CH:9]=2)[NH:4][C:3]1=[O:12].[CH3:20][O:21][C:22]1[CH:27]=[C:26]([N+:28]([O-:30])=[O:29])[CH:25]=[CH:24][C:23]=1[S:31](Cl)(=[O:33])=[O:32]>>[NH2:1][C:2]1([C:13]2[CH:18]=[CH:17][CH:16]=[CH:15][C:14]=2[Cl:19])[C:10]2[C:5](=[CH:6][CH:7]=[C:8]([Cl:11])[CH:9]=2)[N:4]([S:31]([C:23]2[CH:24]=[CH:25][C:26]([N+:28]([O-:30])=[O:29])=[CH:27][C:22]=2[O:21][CH3:20])(=[O:32])=[O:33])[C:3]1=[O:12]. Reported procedure: This compound is prepared according to the procedure described in EXAMPLE 1 from 7 g of 3-amino-5-chloro-3-(2-chlorophenyl)-1,3-dihydroindol-2-one and 6 g of 2-methoxy-4-nitrobenzenesulfonyl chloride. The expected product is obtained after crystallization from a DCM/iso ether/THF mixture. m=9.4 g. M.p.=229° C.